From a dataset of the Open Reaction Database (ORD), a public repository of structured organic reaction records. describe an organic reaction: reactants, conditions, products, and yield The reactants are C(CC(=O)OCC)(=O)OCC (diethyl malonate), [Mg+2].[Cl-].[Cl-] (MgCl2), acid chloride, TEA, ClC1=C(C=CC=C1)C(C(=O)O)(C)C (2-(2-chlorophenyl)-2-methylpropanoic acid), S(=O)(Cl)Cl (thionyl chloride). Solvent: C(C)#N (ACN), C(C)#N (ACN), Cl (HCl). Conditions: temperature 0 celsius, time 2 hour. Yields the product ClC1=C(C=CC=C1)C(C(=O)C(C(=O)OCC)C(=O)OCC)(C)C (diethyl 2-(2-(2-chlorophenyl)-2-methylpropanoyl)malonate). Isolated yield 74.5%. As a reaction SMILES: [Cl:1][C:2]1[CH:7]=[CH:6][CH:5]=[CH:4][C:3]=1[C:8]([CH3:13])([CH3:12])[C:9]([OH:11])=O.S(Cl)(Cl)=O.[C:18]([O:26][CH2:27][CH3:28])(=[O:25])[CH2:19][C:20]([O:22][CH2:23][CH3:24])=[O:21].[Mg+2].[Cl-].[Cl-]>C(#N)C.Cl>[Cl:1][C:2]1[CH:7]=[CH:6][CH:5]=[CH:4][C:3]=1[C:8]([CH3:13])([CH3:12])[C:9]([CH:19]([C:20]([O:22][CH2:23][CH3:24])=[O:21])[C:18]([O:26][CH2:27][CH3:28])=[O:25])=[O:11] |f:3.4.5|. Reported procedure: A solution of 2-(2-chlorophenyl)-2-methylpropanoic acid (2.55 g, 12.8 mmol) in thionyl chloride (50.0 mL, 685 mmol) was heated at 95° C. for 2 hours. The solution was concentrated in vacuo, azeotroped using toluene (2×100 mL), and dried in vacuo to give the crude acid chloride. A mixture of diethyl malonate (1.94 mL, 12.8 mmol) and MgCl2 (1.22 g, 12.8 mmol) in ACN (50 mL) was cooled to 0° C. TEA (3.75 mL, 27.0 mmol) was added slowly, and the mixture was stirred at 25° C. for 2 hours. A solution ... The reactants are CN(CCCC1=C(C(=O)N)C=CC(=C1)N(C)C)C (3-dimethylaminopropyl-p-dimethylaminobenzamide), C(CCCCCCCCCCC)Br (dodecylbromide). Run in CC(=O)CC (methylethylketone). Reaction conditions: temperature 70 celsius. The product is [Br-].C(CCCCCCCCCCC)[N+](C)(C)CCCNC(C1=CC=C(C=C1)N(C)C)=O (Dodecyl-[3-(p-dimethylaminobenzamido) propyl]-dimethylammonium bromide). RXN SMILES: CN(C)CCC[C:6]1[CH:14]=[C:13]([N:15]([CH3:17])[CH3:16])[CH:12]=[CH:11][C:7]=1[C:8]([NH2:10])=[O:9].[CH2:19]([Br:31])[CH2:20][CH2:21][CH2:22][CH2:23][CH2:24][CH2:25][CH2:26][CH2:27][CH2:28][CH2:29][CH3:30]>CC(CC)=O>[Br-:31].[CH2:19]([N+:15]([CH2:13][CH2:12][CH2:11][NH:10][C:8](=[O:9])[C:7]1[CH:6]=[CH:14][C:13]([N:15]([CH3:16])[CH3:17])=[CH:12][CH:11]=1)([CH3:17])[CH3:16])[CH2:20][CH2:21][CH2:22][CH2:23][CH2:24][CH2:25][CH2:26][CH2:27][CH2:28][CH2:29][CH3:30] |f:3.4|. Procedure: 13.2 g of N- (3-dimethylaminopropyl-p-dimethylaminobenzamide (0.05 mole) from Example 1 and 12.5 g of dodecylbromide (0.05 mole) were dissolved in 30 ml of methylethylketone and maintained at 70° C. for 8 hours. After cooling to ambient temperature the crystalline product (24 g, 93.5% of theoretical) was filtered and recovered. Starting materials: C(CCC)SCCCCCCCCCCCNC1=CC=C(C(=O)O)C=C1 (4-[11-(n-butylthio)undecylamino]benzoic acid), CC(=O)C (acetone), I(=O)(=O)(=O)[O-].[Na+] (sodium metaperiodate). Solvent: O1CCCC1 (tetrahydrofuran), O (water), O1CCCC1 (tetrahydrofuran). The product is C(C)C1=C(C(=O)O)C=CC(=C1)NCCCCCCCCCCCS(=O)CCCC (ethyl 4-[11-(n-butylsulfinyl)undecylamino]benzoic acid). RXN SMILES: [CH2:1]([S:5][CH2:6][CH2:7][CH2:8][CH2:9][CH2:10][CH2:11][CH2:12][CH2:13][CH2:14][CH2:15][CH2:16][NH:17][C:18]1[CH:26]=[CH:25][C:21]([C:22]([OH:24])=[O:23])=[CH:20][CH:19]=1)[CH2:2][CH2:3][CH3:4].[CH3:27][C:28](C)=O.I([O-])(=O)(=O)=[O:32].[Na+]>O1CCCC1.O>[CH2:27]([C:20]1[CH:19]=[C:18]([NH:17][CH2:16][CH2:15][CH2:14][CH2:13][CH2:12][CH2:11][CH2:10][CH2:9][CH2:8][CH2:7][CH2:6][S:5]([CH2:1][CH2:2][CH2:3][CH3:4])=[O:32])[CH:26]=[CH:25][C:21]=1[C:22]([OH:24])=[O:23])[CH3:28] |f:2.3|. Procedure details: A solution of 5.2 g. of 4-[11-(n-butylthio)undecylamino]benzoic acid in 35 ml. of acetone and 20 ml. of tetrahydrofuran is treated with a solution of 3.7 g. of sodium metaperiodate in 3.5 ml. of water and 20 ml. of tetrahydrofuran and the mixture is stirred under reflux for 2 hours and then filtered. The filtrate is extracted with saturated aqueous sodium chloride solution, dried over magnesium sulfate, and evaporated. Crystallization from acetone-chloroform affords the product as a white solid. Reactants: CO[C@H](COCCCCCCCCCCCCCCCCCC)CO ((S)-2-O-methyl-1-O-octadecylglycerine), ClCCN=C=O (2-chloroethyl isocyanate). Run in ClC(C)Cl (dichloroethane). Run at temperature 80 celsius. The product is ClCCNC(=O)OC[C@H](OC)COCCCCCCCCCCCCCCCCCC ((R)-1-O-[(2-chloroethyl)carbamoyl]-2-O-methyl-3-O-octadecylglycerine). As a reaction SMILES: [CH3:1][O:2][C@@H:3]([CH2:24][OH:25])[CH2:4][O:5][CH2:6][CH2:7][CH2:8][CH2:9][CH2:10][CH2:11][CH2:12][CH2:13][CH2:14][CH2:15][CH2:16][CH2:17][CH2:18][CH2:19][CH2:20][CH2:21][CH2:22][CH3:23].[Cl:26][CH2:27][CH2:28][N:29]=[C:30]=[O:31]>ClC(Cl)C>[Cl:26][CH2:27][CH2:28][NH:29][C:30]([O:25][CH2:24][C@@H:3]([CH2:4][O:5][CH2:6][CH2:7][CH2:8][CH2:9][CH2:10][CH2:11][CH2:12][CH2:13][CH2:14][CH2:15][CH2:16][CH2:17][CH2:18][CH2:19][CH2:20][CH2:21][CH2:22][CH3:23])[O:2][CH3:1])=[O:31]. Reported procedure: A solution of 0.17 g of (S)-2-O-methyl-1-O-octadecylglycerine in 10 ml of dichloroethane is treated with 1 ml of 2-chloroethyl isocyanate and heated at 80° C. for 25 hours. The solution is evaporated and the residue is chromatographed on silica gel. After elution with dichloromethane-ether (9:1), there is obtained (R)-1-O-[(2-chloroethyl)carbamoyl]-2-O-methyl-3-O-octadecylglycerine in the form of an oil. Starting materials: C1CCOC1, [Na+], [OH-], O, OO, C=Cc1ccc2[nH]cc(S(=O)(=O)c3ccccc3)c2c1. Yields the product O=S(=O)(c1ccccc1)c1c[nH]c2ccc(CCO)cc12. Reaction SMILES: [CH2:26]1[O:27][CH2:28][CH2:29][CH2:30]1.[Na+:23].[OH-:22].[OH2:21].[OH:24][OH:25].[c:1]1([S:7](=[O:8])(=[O:9])[c:10]2[cH:11][nH:12][c:13]3[cH:14][cH:15][c:16]([CH:19]=[CH2:20])[cH:17][c:18]23)[cH:2][cH:3][cH:4][cH:5][cH:6]1>>[c:1]1([S:7](=[O:8])(=[O:9])[c:10]2[cH:11][nH:12][c:13]3[cH:14][cH:15][c:16]([CH2:19][CH2:20][OH:21])[cH:17][c:18]23)[cH:2][cH:3][cH:4][cH:5][cH:6]1. Reactants: CC1=C(C(N(N1)C1CCNCC1)=O)C1=CC=CC=C1 (4-(5-methyl-4-phenyl-1H-pyrazol-3(2H)-on-2-yl)-piperidine), COC1=CC=C(COC([C@@H](C2CCCCC2)N2C[C@@H]([C@H](C2)C2=CC=CC=C2)C=O)=O)C=C1 (α-(R)-(3-(R)-formyl-4-(S)-phenylpyrrolidin-1-yl)-cyclohexaneacetic acid 4-methoxybenzyl ester). The product is COC1=CC=C(COC([C@@H](C2CCCCC2)N2C[C@@H]([C@H](C2)C2=CC=CC=C2)CN2CCC(CC2)N2NC(=C(C2=O)C2=CC=CC=C2)C)=O)C=C1 (α-(R)-(3-(S)-((4-(5-methyl-4-phenyl-1H-pyrazol-3(2H)-on-2-yl)-piperidin-1-yl)methyl)-4-(S)-phenylpyrrolidin-1-yl)-cyclohexaneacetic acid 4-methoxybenzyl ester). Yield: 91.3%. Reaction SMILES: [CH3:1][C:2]1[NH:6][N:5]([CH:7]2[CH2:12][CH2:11][NH:10][CH2:9][CH2:8]2)[C:4](=[O:13])[C:3]=1[C:14]1[CH:19]=[CH:18][CH:17]=[CH:16][CH:15]=1.[CH3:20][O:21][C:22]1[CH:51]=[CH:50][C:25]([CH2:26][O:27][C:28](=[O:49])[C@H:29]([N:36]2[CH2:40][C@H:39]([C:41]3[CH:46]=[CH:45][CH:44]=[CH:43][CH:42]=3)[C@@H:38]([CH:47]=O)[CH2:37]2)[CH:30]2[CH2:35][CH2:34][CH2:33][CH2:32][CH2:31]2)=[CH:24][CH:23]=1>>[CH3:20][O:21][C:22]1[CH:23]=[CH:24][C:25]([CH2:26][O:27][C:28](=[O:49])[C@H:29]([N:36]2[CH2:40][C@H:39]([C:41]3[CH:42]=[CH:43][CH:44]=[CH:45][CH:46]=3)[C@@H:38]([CH2:47][N:10]3[CH2:9][CH2:8][CH:7]([N:5]4[C:4](=[O:13])[C:3]([C:14]5[CH:19]=[CH:18][CH:17]=[CH:16][CH:15]=5)=[C:2]([CH3:1])[NH:6]4)[CH2:12][CH2:11]3)[CH2:37]2)[CH:30]2[CH2:31][CH2:32][CH2:33][CH2:34][CH2:35]2)=[CH:50][CH:51]=1. Procedure: When 0.070 g of 4-(5-methyl-4-phenyl-1H-pyrazol-3(2H)-on-2-yl)-piperidine and 0.043 g of α-(R)-(3-(R)-formyl-4-(S)-phenylpyrrolidin-1-yl)-cyclohexaneacetic acid 4-methoxybenzyl ester were used in the procedure of Example 124, Step C, there was obtained 0.061 g of α-(R)-(3-(S)-((4-(5-methyl-4-phenyl-1H-pyrazol-3(2H)-on-2-yl)-piperidin-1-yl)methyl)-4-(S)-phenylpyrrolidin-1-yl)-cyclohexaneacetic acid 4-methoxybenzyl ester after chromatography on silica gel (20 mL column—elution with 3% MeOH in dich... The reactants are solid, Cl.Cl.O1C=C(C=C2C1=CC=C2)C2N(CCCC2)CC[C@@H]2CC[C@H](CC2)N (trans-4-[2-(4-benzofuran-3-yl-piperidin-1-yl)-ethyl]-cyclohexylamine dihydrochloride), Cl.Cl.O1C=C(C=C2C1=CC=C2)C2N(CCCC2)CC[C@@H]2CC[C@H](CC2)N (trans-4-[2-(4-benzofuran-3-yl-piperidin-1-yl)-ethyl]-cyclohexylamine dihydrochloride), C1(=CC=C(C=C1)S(=O)(=O)Cl)C (p-toluenesulfonyl chloride). Yields the product O1C=C(C=C2C1=CC=C2)C2N(CCCC2)CC[C@@H]2CC[C@H](CC2)NS(=O)(=O)C2=CC=C(C=C2)C (trans-N-{4-[2-(4-Benzofuran-3-yl-piperidin-1-yl)-ethyl]-cyclohexyl}-4-methyl-benzenesulfonamide). RXN SMILES: Cl.Cl.[O:3]1[C:8]2=[CH:9][CH:10]=[CH:11][C:7]2=[CH:6][C:5]([CH:12]2[CH2:17][CH2:16][CH2:15][CH2:14][N:13]2[CH2:18][CH2:19][C@H:20]2[CH2:25][CH2:24][C@H:23]([NH2:26])[CH2:22][CH2:21]2)=[CH:4]1.[C:27]1([CH3:37])[CH:32]=[CH:31][C:30]([S:33](Cl)(=[O:35])=[O:34])=[CH:29][CH:28]=1>>[O:3]1[C:8]2=[CH:9][CH:10]=[CH:11][C:7]2=[CH:6][C:5]([CH:12]2[CH2:17][CH2:16][CH2:15][CH2:14][N:13]2[CH2:18][CH2:19][C@H:20]2[CH2:21][CH2:22][C@H:23]([NH:26][S:33]([C:30]3[CH:31]=[CH:32][C:27]([CH3:37])=[CH:28][CH:29]=3)(=[O:35])=[O:34])[CH2:24][CH2:25]2)=[CH:4]1 |f:0.1.2|. Procedure details: The title compound, light brown solid (79 mg, 66%), MS (ISP) m/z=481.3 [(M+H)+], mp 149° C., was prepared in accordance with the general method of example 36 from trans-4-[2-(4-benzofuran-3-yl-piperidin-1-yl)-ethyl]-cyclohexylamine dihydrochloride (intermediate A) (100 mg, 0.25 mmol) and p-toluenesulfonyl chloride.